This data is from the Open Reaction Database (ORD), a public repository of structured organic reaction records. The task is: describe an organic reaction: reactants, conditions, products, and yield The reactants are C(=O)(Cl)Cl (Phosgene), NC=1C=C2C(=CNC2=CC1)CC#N (5-aminoindole-3-acetonitrile), C(=O)=O (CO2), N1C=CC=C1 (pyrrole), C(=O)(Cl)Cl (phosgene). Run in CO (Methanol), N1=CC=CC=C1 (pyridine), C1CCOC1 (THF), C1CCOC1 (THF). Conditions: time 3 hour. Yields the product C(#N)CC1=CNC2=CC=C(C=C12)NC(=O)C=1NC=CC1 (N-(3-Cyanomethyl-1H-indol-5-yl)pyrrole-2-carboxamide). RXN SMILES: [C:1](Cl)(Cl)=[O:2].[NH:5]1[CH:9]=[CH:8][CH:7]=[CH:6]1.C(=O)=O.[NH2:13][C:14]1[CH:15]=[C:16]2[C:20](=[CH:21][CH:22]=1)[NH:19][CH:18]=[C:17]2[CH2:23][C:24]#[N:25]>C1COCC1.CO.N1C=CC=CC=1>[C:24]([CH2:23][C:17]1[C:16]2[C:20](=[CH:21][CH:22]=[C:14]([NH:13][C:1]([C:6]3[NH:5][CH:9]=[CH:8][CH:7]=3)=[O:2])[CH:15]=2)[NH:19][CH:18]=1)#[N:25]. Procedure details: Phosgene was passed slowly into 50 ml THF until 4.46 g (0.045 mole) had been collected. To this solution was added 3.04 ml (0.844 mole) of pyrrole and the mixture stirred at 5° for 3 hours. The excess phosgene was driven off by heating and trapped in a NaOH trap to monitor CO2 evolution. The reaction mixture was cooled, treated with 10 ml pyridine followed by a solution of 2.0 g (0.012 mole) of 5-aminoindole-3-acetonitrile, Example 1, in 50 ml THF and stirred 18 hours. Methanol was added to effe... The reactants are CC(C)Cc1cc(-c2cccc(C(=O)CC(=O)Nc3cc(C(F)(F)F)c(Cl)cc3NC(=O)OC(C)(C)C)c2)ccn1, ClCCl, O=C(O)C(F)(F)F. Yields the product CC(C)Cc1cc(-c2cccc(C3=Nc4cc(Cl)c(C(F)(F)F)cc4NC(=O)C3)c2)ccn1. RXN SMILES: [C:1]([O:2][C:3](=[O:4])[NH:7][c:8]1[c:9]([NH:19][C:20]([CH2:21][C:22](=[O:5])[c:24]2[cH:25][c:26](-[c:30]3[cH:31][c:32]([CH2:36][CH:37]([CH3:38])[CH3:39])[n:33][cH:34][cH:35]3)[cH:27][cH:28][cH:29]2)=[O:40])[cH:10][c:11]([C:15]([F:16])([F:17])[F:18])[c:12]([Cl:14])[cH:13]1)([CH3:6])([CH3:23])[CH3:41].[Cl:49][CH2:50][Cl:51].[F:42][C:43]([F:44])([F:45])[C:46]([OH:47])=[O:48]>>[N:7]1=[C:22]([c:24]2[cH:25][c:26](-[c:30]3[cH:31][c:32]([CH2:36][CH:37]([CH3:38])[CH3:39])[n:33][cH:34][cH:35]3)[cH:27][cH:28][cH:29]2)[CH2:21][C:20](=[O:40])[NH:19][c:9]2[c:8]1[cH:13][c:12]([Cl:14])[c:11]([C:15]([F:16])([F:17])[F:18])[cH:10]2. Reactants: COC(=O)c1ccc2c(c1)CC(C)(C)C(c1cccc(OC(C)(C)C(=O)OC)c1)=N2, CO, C1CCOC1. The product is COC(=O)c1ccc2c(c1)CC(C)(C)C(c1cccc(OC(C)(C)C(=O)OC)c1)N2. As a reaction SMILES: [CH3:1][O:2][C:3]([C:4]([CH3:5])([O:6][c:7]1[cH:8][c:9]([C:13]2=[N:14][c:15]3[cH:16][cH:17][c:18]([C:25](=[O:26])[O:27][CH3:28])[cH:19][c:20]3[CH2:21][C:22]2([CH3:23])[CH3:24])[cH:10][cH:11][cH:12]1)[CH3:29])=[O:30].[CH3:31][OH:32].[O:33]1[CH2:34][CH2:35][CH2:36][CH2:37]1>>[CH3:1][O:2][C:3]([C:4]([CH3:5])([O:6][c:7]1[cH:8][c:9]([CH:13]2[NH:14][c:15]3[cH:16][cH:17][c:18]([C:25](=[O:26])[O:27][CH3:28])[cH:19][c:20]3[CH2:21][C:22]2([CH3:23])[CH3:24])[cH:10][cH:11][cH:12]1)[CH3:29])=[O:30]. Reactants: CC12CCC(CNC1)C2(C)C, CCOC(C)=O, CCN(C(C)C)C(C)C, CC(C)(C)C(C)(C)Nc1nc(Cl)nc(NC(C)(C)C(C)(C)C)n1, ClCCl, O, Cc1ccccc1C. The product is CC(C)(C)C(C)(C)Nc1nc(NC(C)(C)C(C)(C)C)nc(C2NCC3CCC2(C)C3(C)C)n1. As a reaction SMILES: [CH3:24][C:25]12[CH2:26][NH:27][CH2:28][CH:29]([CH2:30][CH2:31]1)[C:32]2([CH3:33])[CH3:34].[CH3:52][CH2:53][O:54][C:55](=[O:56])[CH3:57].[CH:35]([N:36]([CH2:37][CH3:38])[CH:39]([CH3:40])[CH3:41])([CH3:42])[CH3:43].[Cl:1][c:2]1[n:3][c:4]([NH:16][C:17]([C:18]([CH3:19])([CH3:20])[CH3:21])([CH3:22])[CH3:23])[n:5][c:6]([NH:8][C:9]([C:10]([CH3:11])([CH3:12])[CH3:13])([CH3:14])[CH3:15])[n:7]1.[Cl:59][CH2:60][Cl:61].[OH2:58].[c:44]1([CH3:45])[c:46]([CH3:47])[cH:48][cH:49][cH:50][cH:51]1>>[c:2]1([CH:26]2[C:25]3([CH3:24])[CH2:31][CH2:30][CH:29]([CH2:28][NH:27]2)[C:32]3([CH3:33])[CH3:34])[n:3][c:4]([NH:16][C:17]([C:18]([CH3:19])([CH3:20])[CH3:21])([CH3:22])[CH3:23])[n:5][c:6]([NH:8][C:9]([C:10]([CH3:11])([CH3:12])[CH3:13])([CH3:14])[CH3:15])[n:7]1. Starting materials: COC=1C=C2C=CNC(C2=CC1)=O (6-Methoxy-2H-isoquinolin-1-one). Solvent: O=P(Cl)(Cl)Cl (POCl3). Product: C1=NC=CC2=CC=CC=C12 (Isoquinoline). Isolated yield 120.2%. As a reaction SMILES: CO[C:3]1[CH:4]=[C:5]2[C:10](=[CH:11][CH:12]=1)[C:9](=O)[NH:8][CH:7]=[CH:6]2>O=P(Cl)(Cl)Cl>[CH:9]1[C:10]2[C:5](=[CH:4][CH:3]=[CH:12][CH:11]=2)[CH:6]=[CH:7][N:8]=1. Procedure details: 6-Methoxy-2H-isoquinolin-1-one (5.0 g, 28.4 mmol) in POCl3 (10 mL) was heated to gentle reflux for 3 h the evaporated in vacuo (Nicolas Briet et al, Tetrahedron, 2002, 5761–5766). The residue was poured into iced water (20 mL) and neutralized to pH 10 with 10 M NaOH. Extracted with CHCl3. The organic layer was washed with brine, dried over MgSO4, filtered, evaporated. The residue was purified by flash chromatography (1:1 hexane-EtOAc) to afford 4.41 g (80%) of the desired product as a white soli... Reactants: Fc1ccc(NC2CCN(c3ncccc3Br)CC2)cc1, O=C([O-])[O-], CC1CN(Cc2cc[nH]n2)CC(C)N1C(=O)C(F)(F)F, CS(C)=O, [Cu]I, [K+], [K+], O=C(O)C1CCCN1. Yields the product CC1CN(Cc2ccn(-c3cccnc3N3CCC(Nc4ccc(F)cc4)CC3)n2)CC(C)N1C(=O)C(F)(F)F. Reaction SMILES: [Br:21][c:22]1[c:23]([N:28]2[CH2:29][CH2:30][CH:31]([NH:34][c:35]3[cH:36][cH:37][c:38]([F:41])[cH:39][cH:40]3)[CH2:32][CH2:33]2)[n:24][cH:25][cH:26][cH:27]1.[C:42](=[O:43])([O-:44])[O-:45].[CH3:1][CH:2]1[N:3]([C:15]([C:16]([F:17])([F:18])[F:19])=[O:20])[CH:4]([CH3:14])[CH2:5][N:6]([CH2:8][c:9]2[n:10][nH:11][cH:12][cH:13]2)[CH2:7]1.[CH3:56][S:57]([CH3:58])=[O:59].[Cu:60][I:61].[K+:46].[K+:47].[OH:48][C:49]([CH:50]1[NH:51][CH2:52][CH2:53][CH2:54]1)=[O:55]>>[CH3:1][CH:2]1[N:3]([C:15]([C:16]([F:17])([F:18])[F:19])=[O:20])[CH:4]([CH3:14])[CH2:5][N:6]([CH2:8][c:9]2[n:10][n:11](-[c:22]3[c:23]([N:28]4[CH2:29][CH2:30][CH:31]([NH:34][c:35]5[cH:36][cH:37][c:38]([F:41])[cH:39][cH:40]5)[CH2:32][CH2:33]4)[n:24][cH:25][cH:26][cH:27]3)[cH:12][cH:13]2)[CH2:7]1.